From a dataset of the Open Reaction Database (ORD), a public repository of structured organic reaction records. describe an organic reaction: reactants, conditions, products, and yield Starting materials: CCOC(=O)c1nc(-c2ccccc2Cl)n(-c2ccc(Cl)cc2)c1CC, Cl, [Li+], C1CCOC1, [OH-], O. As a reaction SMILES: [Cl:1][c:2]1[c:3](-[c:8]2[n:9](-[c:20]3[cH:21][cH:22][c:23]([Cl:26])[cH:24][cH:25]3)[c:10]([CH2:18][CH3:19])[c:11]([C:13](=[O:14])[O:15][CH2:16][CH3:17])[n:12]2)[cH:4][cH:5][cH:6][cH:7]1.[ClH:29].[Li+:28].[O:30]1[CH2:31][CH2:32][CH2:33][CH2:34]1.[OH-:27].[OH2:35]>>[Cl:1][c:2]1[c:3](-[c:8]2[n:9](-[c:20]3[cH:21][cH:22][c:23]([Cl:26])[cH:24][cH:25]3)[c:10]([CH2:18][CH3:19])[c:11]([C:13](=[O:14])[OH:15])[n:12]2)[cH:4][cH:5][cH:6][cH:7]1. Product: CCc1c(C(=O)O)nc(-c2ccccc2Cl)n1-c1ccc(Cl)cc1. Starting materials: CCCCCCCCC(O)C=Cc1cccc(NC(C=O)CCC(=O)OC)n1, CO, [Na+], [OH-]. The product is CCCCCCCCC(O)C=Cc1cccc(NC(C=O)CCC(=O)O)n1. RXN SMILES: [CH3:1][O:2][C:3]([CH2:4][CH2:5][CH:6]([CH:7]=[O:8])[NH:9][c:10]1[n:11][c:12]([CH:16]=[CH:17][CH:18]([CH2:19][CH2:20][CH2:21][CH2:22][CH2:23][CH2:24][CH2:25][CH3:26])[OH:27])[cH:13][cH:14][cH:15]1)=[O:28].[CH3:31][OH:32].[Na+:30].[OH-:29]>>[O:2]=[C:3]([CH2:4][CH2:5][CH:6]([CH:7]=[O:8])[NH:9][c:10]1[n:11][c:12]([CH:16]=[CH:17][CH:18]([CH2:19][CH2:20][CH2:21][CH2:22][CH2:23][CH2:24][CH2:25][CH3:26])[OH:27])[cH:13][cH:14][cH:15]1)[OH:28]. Reactants: CCCC[N+](CCCC)(CCCC)CCCC, CN(C)C=O, ClCCc1c[nH]cn1, Cl, [H-], [I-], [Na+], N#Cc1ccccc1O. The product is N#Cc1ccccc1OCCc1c[nH]cn1. Reaction SMILES: [CH2:27]([N+:28]([CH2:29][CH2:30][CH2:31][CH3:32])([CH2:33][CH2:34][CH2:35][CH3:36])[CH2:37][CH2:38][CH2:39][CH3:40])[CH2:41][CH2:42][CH3:43].[CH3:21][N:22]([CH3:23])[CH:24]=[O:25].[Cl:13][CH2:14][CH2:15][c:16]1[n:17][cH:18][nH:19][cH:20]1.[ClH:12].[H-:1].[I-:26].[Na+:2].[OH:3][c:4]1[c:5]([C:6]#[N:7])[cH:8][cH:9][cH:10][cH:11]1>>[O:3]([c:4]1[c:5]([C:6]#[N:7])[cH:8][cH:9][cH:10][cH:11]1)[CH2:14][CH2:15][c:16]1[n:17][cH:18][nH:19][cH:20]1. Starting materials: BrCCC1CCCCC1, CC(C)(C)[O-], Cc1cc[nH]c(=O)c1-c1ccc2nc(N)ncc2c1, [Na+], CN(C)C=O. Yields the product Cc1ccn(CCC2CCCCC2)c(=O)c1-c1ccc2nc(N)ncc2c1. As a reaction SMILES: [Br:26][CH2:27][CH2:28][CH:29]1[CH2:30][CH2:31][CH2:32][CH2:33][CH2:34]1.[CH3:20][C:21]([CH3:22])([O-:23])[CH3:24].[NH2:1][c:2]1[n:3][c:4]2[cH:5][cH:6][c:7](-[c:12]3[c:13](=[O:19])[nH:14][cH:15][cH:16][c:17]3[CH3:18])[cH:8][c:9]2[cH:10][n:11]1.[Na+:25].[O:35]=[CH:36][N:37]([CH3:38])[CH3:39]>>[NH2:1][c:2]1[n:3][c:4]2[cH:5][cH:6][c:7](-[c:12]3[c:13](=[O:19])[n:14]([CH2:27][CH2:28][CH:29]4[CH2:30][CH2:31][CH2:32][CH2:33][CH2:34]4)[cH:15][cH:16][c:17]3[CH3:18])[cH:8][c:9]2[cH:10][n:11]1. Starting materials: O=C(O)Cn1cnc(NC(=O)c2ccc(Cl)s2)n1, Nc1ccc(-n2ccccc2=O)cc1F. The product is O=C(Cn1cnc(NC(=O)c2ccc(Cl)s2)n1)Nc1ccc(-n2ccccc2=O)cc1F. Reaction SMILES: [Cl:1][c:2]1[cH:3][cH:4][c:5]([C:7](=[O:8])[NH:9][c:10]2[n:11][n:12]([CH2:15][C:16](=[O:17])[OH:18])[cH:13][n:14]2)[s:6]1.[NH2:19][c:20]1[c:21]([F:33])[cH:22][c:23](-[n:26]2[c:27](=[O:32])[cH:28][cH:29][cH:30][cH:31]2)[cH:24][cH:25]1>>[Cl:1][c:2]1[cH:3][cH:4][c:5]([C:7](=[O:8])[NH:9][c:10]2[n:11][n:12]([CH2:15][C:16](=[O:18])[NH:19][c:20]3[c:21]([F:33])[cH:22][c:23](-[n:26]4[c:27](=[O:32])[cH:28][cH:29][cH:30][cH:31]4)[cH:24][cH:25]3)[cH:13][n:14]2)[s:6]1. Starting materials: C1COCCO1, COC(=O)c1cccc2sc(-c3nc(Cl)ncc3Cl)cc12, CN1CCN(CCCN)CC1, CCN(C(C)C)C(C)C. Product: COC(=O)c1cccc2sc(-c3nc(NCCCN4CCN(C)CC4)ncc3Cl)cc12. RXN SMILES: [CH2:42]1[O:43][CH2:44][CH2:45][O:46][CH2:47]1.[CH3:1][O:2][C:3](=[O:4])[c:5]1[cH:6][cH:7][cH:8][c:9]2[s:10][c:11](-[c:14]3[n:15][c:16]([Cl:21])[n:17][cH:18][c:19]3[Cl:20])[cH:12][c:13]12.[CH3:22][N:23]1[CH2:24][CH2:25][N:26]([CH2:29][CH2:30][CH2:31][NH2:32])[CH2:27][CH2:28]1.[CH:33]([N:34]([CH:35]([CH3:36])[CH3:37])[CH2:38][CH3:39])([CH3:40])[CH3:41]>>[CH3:1][O:2][C:3](=[O:4])[c:5]1[cH:6][cH:7][cH:8][c:9]2[s:10][c:11](-[c:14]3[n:15][c:16]([NH:32][CH2:31][CH2:30][CH2:29][N:26]4[CH2:25][CH2:24][N:23]([CH3:22])[CH2:28][CH2:27]4)[n:17][cH:18][c:19]3[Cl:20])[cH:12][c:13]12. The reactants are 6c, COC(C1=C(C=C(C(=C1)N)NC)N1CCC(CC1)C(F)(F)F)=O (methyl-2-[4-trifluoromethyl-piperidinyl]-4-methylamino-5-amino-benzoate), ClC1=C(CNC(C(C)(C)C)=O)C=CC(=C1N=C=S)Cl (N-(2,4-dichloro-3-isothiocyanato-benzyl)-2,2-dimethyl-propionamide), CC(N=C=NC(C)C)C (DIC). The solvent is CN(C)C=O (DMF). Product: COC(=O)C1=CC2=C(N(C(=N2)NC2=C(C(=CC=C2Cl)CNC(C(C)(C)C)=O)Cl)C)C=C1N1CCC(CC1)C(F)(F)F (2-{2,6-Dichloro-3-[(2,2-dimethyl-propionylamino)-methyl]-phenylamino}-6-[4-trifluoromethyl-piperidinyl]-1-methyl-1H-benzimidazole-5-carboxylic acid methyl ester). As a reaction SMILES: [CH3:1][O:2][C:3](=[O:23])[C:4]1[CH:9]=[C:8]([NH2:10])[C:7]([NH:11][CH3:12])=[CH:6][C:5]=1[N:13]1[CH2:18][CH2:17][CH:16]([C:19]([F:22])([F:21])[F:20])[CH2:15][CH2:14]1.[Cl:24][C:25]1[C:38]([N:39]=[C:40]=S)=[C:37]([Cl:42])[CH:36]=[CH:35][C:26]=1[CH2:27][NH:28][C:29](=[O:34])[C:30]([CH3:33])([CH3:32])[CH3:31].CC(C)N=C=NC(C)C>CN(C=O)C>[CH3:1][O:2][C:3]([C:4]1[C:5]([N:13]2[CH2:18][CH2:17][CH:16]([C:19]([F:22])([F:20])[F:21])[CH2:15][CH2:14]2)=[CH:6][C:7]2[N:11]([CH3:12])[C:40]([NH:39][C:38]3[C:37]([Cl:42])=[CH:36][CH:35]=[C:26]([CH2:27][NH:28][C:29](=[O:34])[C:30]([CH3:33])([CH3:32])[CH3:31])[C:25]=3[Cl:24])=[N:10][C:8]=2[CH:9]=1)=[O:23]. Reported procedure: The sub-title compound is prepared in analogy to 6c from methyl-2-[4-trifluoromethyl-piperidinyl]-4-methylamino-5-amino-benzoate (1.60 g, 4.82 mmol), and N-(2,4-dichloro-3-isothiocyanato-benzyl)-2,2-dimethyl-propionamide (1.53 g, 4.82 mmol), DIC (0.82 mL, 5.3 mmol) and DMF (20 mL). Yield: 2.54 g. HPLC Rt=1.42 min (method A). MS m/z: 614 [M+H]+. Reactants: O=C1NC2=CC=CC=C2C1=CC1=C(C(=C(N1)C)C(=O)O)C (5-(2-Oxo-1,2-dihydro-indol-3-ylidenemethyl)-2,4-dimethyl-1H-pyrrole-3-carboxylic acid), NCC(CN1CCOCC1)O (1-amino-3-morpholin-4-yl-propan-2-ol). Product: OC(CNC(=O)C1=C(NC(=C1C)\C=C\1/C(NC2=CC=CC=C12)=O)C)CN1CCOCC1 (2,4-dimethyl-5-[2-oxo-1,2-dihydro-indol-(3Z)-ylidenemethyl]-1H-pyrrole-3-carboxylic acid (2-hydroxy-3-morpholin-4-yl-propyl)-amide). As a reaction SMILES: [O:1]=[C:2]1[C:10](=[CH:11][C:12]2[NH:16][C:15]([CH3:17])=[C:14]([C:18]([OH:20])=O)[C:13]=2[CH3:21])[C:9]2[C:4](=[CH:5][CH:6]=[CH:7][CH:8]=2)[NH:3]1.[NH2:22][CH2:23][CH:24]([OH:32])[CH2:25][N:26]1[CH2:31][CH2:30][O:29][CH2:28][CH2:27]1>>[OH:32][CH:24]([CH2:25][N:26]1[CH2:31][CH2:30][O:29][CH2:28][CH2:27]1)[CH2:23][NH:22][C:18]([C:14]1[C:13]([CH3:21])=[C:12](/[CH:11]=[C:10]2\[C:2](=[O:1])[NH:3][C:4]3[C:9]\2=[CH:8][CH:7]=[CH:6][CH:5]=3)[NH:16][C:15]=1[CH3:17])=[O:20]. Procedure: 5-(2-Oxo-1,2-dihydro-indol-3-ylidenemethyl)-2,4-dimethyl-1H-pyrrole-3-carboxylic acid (113 mg, 0.4 mmol) was condensed with 1-amino-3-morpholin-4-yl-propan-2-ol (74 mg, 0.48 mmol) to precipitate 2,4-dimethyl-5-[2-oxo-1,2-dihydro-indol-(3Z)-ylidenemethyl]-1H-pyrrole-3-carboxylic acid (2-hydroxy-3-morpholin-4-yl-propyl)-amide (77 mg, 45.3%). 1H NMR (DMSO-d6) δ 2.27 (m, 1H), 2.32 (m, 1H), 2.40 (m, 4H), 2.40, 2.42 (2×s, 6H, 2×CH3), 3.15 (s, 1H), 3.32 (m, 1H), 3.55 (m, 4H), 3.77 (m, 1H), 4.74 (d, J=4... Reactants: CC(C)([O-])C.[K+] (Potassium tert-butoxide), FC=1C=C(C=CC1)CC#N (2-(3-fluorophenyl)acetonitrile), ClCCOCCCl (1-chloro-2-(2-chloroethoxy)ethane). Run in CN(C)C=O (DMF). Run at time 6 hour. Product: FC=1C=C(C=CC1)C1(CCOCC1)C#N (4-(3-Fluorophenyl)-tetrahydro-2H-pyran-4-carbonitrile). Yield: 165.3%. As a reaction SMILES: CC(C)([O-])C.[K+].[F:7][C:8]1[CH:9]=[C:10]([CH2:14][C:15]#[N:16])[CH:11]=[CH:12][CH:13]=1.Cl[CH2:18][CH2:19][O:20][CH2:21][CH2:22]Cl>CN(C=O)C>[F:7][C:8]1[CH:9]=[C:10]([C:14]2([C:15]#[N:16])[CH2:22][CH2:21][O:20][CH2:19][CH2:18]2)[CH:11]=[CH:12][CH:13]=1 |f:0.1|. Reported procedure: Potassium tert-butoxide (5.48 g, 48.8 mmol) was added to a stirred solution of 2-(3-fluorophenyl)acetonitrile (2.58 mL, 22.2 mmol) in DMF (30 mL) at 0° C. under a nitrogen atmosphere. The mixture was stirred for 10 minutes at 0° C. before 1-chloro-2-(2-chloroethoxy)ethane (2.86 mL, 24.4 mmol) was added dropwise via syringe. The reaction mixture was allowed to warm to room temperature and stirred for 6 hours. The reaction mixture was then cooled to 0° C. and quenched with 10% HCl. The aqueous mix...